This data is from the Open Reaction Database (ORD), a public repository of structured organic reaction records. The task is: describe an organic reaction: reactants, conditions, products, and yield Reactants: ClC1=C(C=NC2=CC=C(C=C12)[N+](=O)[O-])C#N (4-chloro-6-nitro-quinoline-3-carbonitrile), BrC=1C=C(N)C=CC1F (3-bromo-4-fluoroaniline). Run in C(C)O (ethanol). The product is BrC=1C=C(C=CC1F)NC1=C(C=NC2=CC=C(C=C12)[N+](=O)[O-])C#N (4-[(3-Bromo-4-fluorophenyl)amino]-6-nitro-quinoline-3-carbonitrile). As a reaction SMILES: Cl[C:2]1[C:11]2[C:6](=[CH:7][CH:8]=[C:9]([N+:12]([O-:14])=[O:13])[CH:10]=2)[N:5]=[CH:4][C:3]=1[C:15]#[N:16].[Br:17][C:18]1[CH:19]=[C:20]([CH:22]=[CH:23][C:24]=1[F:25])[NH2:21]>C(O)C>[Br:17][C:18]1[CH:19]=[C:20]([NH:21][C:2]2[C:11]3[C:6](=[CH:7][CH:8]=[C:9]([N+:12]([O-:14])=[O:13])[CH:10]=3)[N:5]=[CH:4][C:3]=2[C:15]#[N:16])[CH:22]=[CH:23][C:24]=1[F:25]. Reported procedure: A mixture of 3.8 g (16.33 mmol) of 4-chloro-6-nitro-quinoline-3-carbonitrile and 3.7 g (20 mmol) of 3-bromo-4-fluoroaniline in 200 mL of ethanol was refluxed for 3 hr. After the solvent was removed, the residue as dissolved in ethyl acetate and washed with sodium bicarbonate. The product was collected as a pale yellow solid, 6.5 g (71%); ESMS m/z 387.3, 389.2, mp 269-270° C. (dec). Starting materials: CCCCc1nc(Cl)c(C=O)n1Cc1ccc(-c2ccccc2C(=O)OC(C)(C)C)cc1, Cl, NO, O, c1ccncc1. The product is CCCCc1nc(Cl)c(C=NO)n1Cc1ccc(-c2ccccc2C(=O)OC(C)(C)C)cc1. As a reaction SMILES: [C:1]([CH3:2])([CH3:3])([CH3:4])[O:5][C:6](=[O:7])[c:8]1[c:9](-[c:14]2[cH:15][cH:16][c:17]([CH2:20][n:21]3[c:22]([CH2:29][CH2:30][CH2:31][CH3:32])[n:23][c:24]([Cl:28])[c:25]3[CH:26]=[O:27])[cH:18][cH:19]2)[cH:10][cH:11][cH:12][cH:13]1.[ClH:35].[NH2:33][OH:34].[OH2:42].[cH:36]1[cH:37][cH:38][n:39][cH:40][cH:41]1>>[C:1]([CH3:2])([CH3:3])([CH3:4])[O:5][C:6](=[O:7])[c:8]1[c:9](-[c:14]2[cH:15][cH:16][c:17]([CH2:20][n:21]3[c:22]([CH2:29][CH2:30][CH2:31][CH3:32])[n:23][c:24]([Cl:28])[c:25]3[CH:26]=[N:33][OH:34])[cH:18][cH:19]2)[cH:10][cH:11][cH:12][cH:13]1.